From a dataset of the Open Reaction Database (ORD), a public repository of structured organic reaction records. describe an organic reaction: reactants, conditions, products, and yield Starting materials: IC1=CC=C(C#N)C=C1 (p-iodobenzonitrile), C(C#C)(=O)OCC (ethyl propiolate), C([O-])([O-])=O.[K+].[K+] (potassium carbonate). Reagents/catalysts: Cl[Pd]([P](C1=CC=CC=C1)(C2=CC=CC=C2)C3=CC=CC=C3)([P](C4=CC=CC=C4)(C5=CC=CC=C5)C6=CC=CC=C6)Cl (dichlorobis(triphenylphosphine)palladium), [Cu]I (CuI). The solvent is C1CCOC1 (THF). Run at time 4 hour. The product is C(#N)C1=CC=C(C=C1)C#CC(=O)OCC (ethyl (4-cyano)phenylpropiolate). The yield is 45.0%. RXN SMILES: I[C:2]1[CH:9]=[CH:8][C:5]([C:6]#[N:7])=[CH:4][CH:3]=1.[C:10]([O:14][CH2:15][CH3:16])(=[O:13])[C:11]#[CH:12].C(=O)([O-])[O-].[K+].[K+]>Cl[Pd](Cl)([P](C1C=CC=CC=1)(C1C=CC=CC=1)C1C=CC=CC=1)[P](C1C=CC=CC=1)(C1C=CC=CC=1)C1C=CC=CC=1.[Cu]I.C1COCC1>[C:6]([C:5]1[CH:8]=[CH:9][C:2]([C:12]#[C:11][C:10]([O:14][CH2:15][CH3:16])=[O:13])=[CH:3][CH:4]=1)#[N:7] |f:2.3.4,^1:25,44|. Reported procedure: 3.65 g of p-iodobenzonitrile, 6.25 g of ethyl propiolate, 220 mg of dichlorobis(triphenylphosphine)palladium, 120 mg CuI, and 4.42 g potassium carbonate were combined in a round-bottom flask along with 50 mL freshly distilled THF. This mixture was refluxed while magnetically stirring for 4 hrs. THF was then removed in vacuo. The reaction mixture was extracted with CH2Cl2 (2×150 mL). The combined organic layers were washed with H2O (2×100 mL) and brine (1×100 mL), dried over MgSO4, and concentrat... The reagents and catalysts are CN(C1=CC=NC=C1)C (N,N-dimethylpyridin-4-amine). As a reaction SMILES: [CH:1]([N:14]1[CH2:19][CH2:18][NH:17][CH2:16][CH2:15]1)([C:8]1[CH:13]=[CH:12][CH:11]=[CH:10][CH:9]=1)[C:2]1[CH:7]=[CH:6][CH:5]=[CH:4][CH:3]=1.[O:20]=[C:21]1[C:25]([C:32]2[CH:37]=[CH:36][CH:35]=[CH:34][CH:33]=2)([C:26]2[CH:31]=[CH:30][CH:29]=[CH:28][CH:27]=2)[CH2:24][CH2:23][N:22]1[CH2:38][C:39](O)=[O:40].Cl.C(N=C=NCCCN(C)C)C>ClCCl.CN(C)C1C=CN=CC=1>[CH:1]([N:14]1[CH2:19][CH2:18][N:17]([C:39](=[O:40])[CH2:38][N:22]2[CH2:23][CH2:24][C:25]([C:26]3[CH:31]=[CH:30][CH:29]=[CH:28][CH:27]=3)([C:32]3[CH:37]=[CH:36][CH:35]=[CH:34][CH:33]=3)[C:21]2=[O:20])[CH2:16][CH2:15]1)([C:8]1[CH:13]=[CH:12][CH:11]=[CH:10][CH:9]=1)[C:2]1[CH:7]=[CH:6][CH:5]=[CH:4][CH:3]=1 |f:2.3|. The solvent is ClCCl (dichloromethane). Reaction conditions: time 8 hour. The product is C(C1=CC=CC=C1)(C1=CC=CC=C1)N1CCN(CC1)C(CN1C(C(CC1)(C1=CC=CC=C1)C1=CC=CC=C1)=O)=O (1-[2-(4-benzhydrylpiperazin-1-yl)-2-oxoethyl]-3,3-diphenylpyrrolidin-2-one). Procedure: To a solution of 1-benzhydrylpiperazine (0.58 g, 2.30 mmol) in dichloromethane (20 mL) under nitrogen was added the product from Example 1C (0.68 g, 2.30 mmol) followed by N1-((ethylimino)methylene)-N3,N3-dimethylpropane-1,3-diamine hydrochloride (0.88 g, 4.60 mmol) and N,N-dimethylpyridin-4-amine (0.014 g, 0.12 mmol). The reaction mixture was stirred overnight at room temperature. The reaction was concentrated and the residue was partitioned in ethyl acetate/water (8:2, 400 mL). The organic lay... Reactants: C(C1=CC=CC=C1)(C1=CC=CC=C1)N1CCNCC1 (1-benzhydrylpiperazine), O=C1N(CCC1(C1=CC=CC=C1)C1=CC=CC=C1)CC(=O)O (2-(2-oxo-3,3-diphenylpyrrolidin-1-yl)acetic acid), Cl.C(C)N=C=NCCCN(C)C (N1-((ethylimino)methylene)-N3,N3-dimethylpropane-1,3-diamine hydrochloride). Starting materials: COC(=O)C1N(CC(C1)N1N=C(N=N1)C1=C(C=C(C=C1)F)F)C(=O)OC(C)(C)C (4-[5-(2,4-difluoro-phenyl)-tetrazol-2-yl]-pyrrolidine-1,2-dicarboxylic acid 1-tert-butyl ester 2-methyl ester), [Li+].[OH-] (LiOH). Run in CO (MeOH). Reaction conditions: time 8 hour. Product: C(C)(C)(C)OC(=O)N1[C@@H](C[C@@H](C1)N1N=C(N=N1)C1=C(C=C(C=C1)F)F)C(=O)O ((2S,4S)-4-[5-(2,4-Difluoro-phenyl)-tetrazol-2-yl]-pyrrolidine-1,2-dicarboxylic acid 1-tert-butyl ester). Isolated yield 73.5%. Reaction SMILES: C[O:2][C:3]([CH:5]1[CH2:9][CH:8]([N:10]2[N:14]=[N:13][C:12]([C:15]3[CH:20]=[CH:19][C:18]([F:21])=[CH:17][C:16]=3[F:22])=[N:11]2)[CH2:7][N:6]1[C:23]([O:25][C:26]([CH3:29])([CH3:28])[CH3:27])=[O:24])=[O:4].[Li+].[OH-]>CO>[C:26]([O:25][C:23]([N:6]1[CH2:7][C@@H:8]([N:10]2[N:14]=[N:13][C:12]([C:15]3[CH:20]=[CH:19][C:18]([F:21])=[CH:17][C:16]=3[F:22])=[N:11]2)[CH2:9][C@H:5]1[C:3]([OH:4])=[O:2])=[O:24])([CH3:29])([CH3:27])[CH3:28] |f:1.2|. Reported procedure: To a solution of 4-[5-(2,4-difluoro-phenyl)-tetrazol-2-yl]-pyrrolidine-1,2-dicarboxylic acid 1-tert-butyl ester 2-methyl ester (0.14 g, 0.34 mmol) in MeOH (25 ml) cooled to 0 degree was added LiOH (0.06 g, 1.36 mmol), and the mixture was stirred overnight. After removal of MeOH, the residue was acidified with 2M HCl. The aqueous layer was extracted with EA, the organic solution was dried and concentrated to give title product as yellow oil (0.1 g, 0.25 mmol). MS m/e=396.3 [M+H]+. The reactants are C(C)(=O)NC1=NC(=NN1)S (5-Acetylamino-3-mercapto-1,2,4-triazole), C(C)(=O)O (acetic acid), O (water), ClC1=C(N)C(=CC=C1C)Cl (2,6-dichloro-3-methylaniline), Cl (hydrochloric acid), O (water), ClCl (chlorine). Conditions: temperature 15 celsius, time 30 minute. The product is ClC1=C(C(=CC=C1C)Cl)NS(=O)(=O)C1=NNC(=N1)N (N-(2,6-dichloro-3-methylphenyl)-5-amino-1,2,4-triazole-3-sulfonamide). As a reaction SMILES: C([NH:4][C:5]1[NH:9][N:8]=[C:7]([SH:10])[N:6]=1)(=O)C.C(O)(=[O:13])C.ClCl.Cl[C:18]1[C:24]([CH3:25])=[CH:23][CH:22]=[C:21]([Cl:26])[C:19]=1[NH2:20].[ClH:27].[OH2:28]>>[Cl:27][C:18]1[C:24]([CH3:25])=[CH:23][CH:22]=[C:21]([Cl:26])[C:19]=1[NH:20][S:10]([C:7]1[N:6]=[C:5]([NH2:4])[NH:9][N:8]=1)(=[O:13])=[O:28]. Procedure details: 5-Acetylamino-3-mercapto-1,2,4-triazole (15.6 g, 0.10 mole) was added to 250 ml of acetic acid containing 3.6 g (0.20 mole) of water. The mixture was cooled to 15° C. with an external ice bath and 21 g (0.30 mole) of chlorine was added as a gas under the surface of the liquid with stirring over a 30 min. period. About 200 ml of volatiles were then removed from the mixture by evaporation under reduced pressure at up to 120° C. The residue was combined with 17.6 g (0.10 mole) of 2,6-dichloro-3-met... Starting materials: FC(COC1=C(C=CC=C1)C(CCC=1N=C(OC1)C1=CC(=C(C=C1)OC)O)=O)F (1-[2-(2,2-difluoroethoxy)phenyl]-3-[2-(3-hydroxy-4-methoxyphenyl)oxazol-4-yl]propan-1-one), C(C(C)C)Br (isobutyl bromide). The product is FC(COC1=C(C=CC=C1)C(CCC=1N=C(OC1)C1=CC(=C(C=C1)OC)OCC(C)C)=O)F (1-[2-(2,2-difluoroethoxy)phenyl]-3-[2-(3-isobutoxy-4-methoxyphenyl)oxazol-4-yl]-propan-1-one). As a reaction SMILES: [F:1][CH:2]([F:29])[CH2:3][O:4][C:5]1[CH:10]=[CH:9][CH:8]=[CH:7][C:6]=1[C:11](=[O:28])[CH2:12][CH2:13][C:14]1[N:15]=[C:16]([C:19]2[CH:24]=[CH:23][C:22]([O:25][CH3:26])=[C:21]([OH:27])[CH:20]=2)[O:17][CH:18]=1.[CH2:30](Br)[CH:31]([CH3:33])[CH3:32]>>[F:29][CH:2]([F:1])[CH2:3][O:4][C:5]1[CH:10]=[CH:9][CH:8]=[CH:7][C:6]=1[C:11](=[O:28])[CH2:12][CH2:13][C:14]1[N:15]=[C:16]([C:19]2[CH:24]=[CH:23][C:22]([O:25][CH3:26])=[C:21]([O:27][CH2:30][CH:31]([CH3:33])[CH3:32])[CH:20]=2)[O:17][CH:18]=1. Procedure details: Using the compound obtained in Example 272 and isobutyl bromide, white powdery 1-[2-(2,2-difluoroethoxy)phenyl]-3-[2-(3-isobutoxy-4-methoxyphenyl)oxazol-4-yl]-propan-1-one was obtained following the procedure of Example 3. Reactants: FC(C=1C=C(C=CC1)C=1N=CC(=NC1)N)(F)F (5-(3-(trifluoromethyl)phenyl)pyrazin-2-amine), N1=CC=CC=C1 (pyridine), ClC=1C=CC(=C(C(=O)Cl)C1)[N+](=O)[O-] (5-chloro-2-nitrobenzoyl chloride). The solvent is ClCCl (dichloromethane), ClCCl (dichloromethane), ClCCl (dichloromethane). The product is ClC=1C=CC(=C(C(=O)NC2=NC=C(N=C2)C2=CC(=CC=C2)C(F)(F)F)C1)[N+](=O)[O-] (5-chloro-2-nitro-N-(5-(3-(trifluoromethyl)phenyl)pyrazin-2-yl)-benzamide). Reaction SMILES: [F:1][C:2]([F:17])([F:16])[C:3]1[CH:4]=[C:5]([C:9]2[N:10]=[CH:11][C:12]([NH2:15])=[N:13][CH:14]=2)[CH:6]=[CH:7][CH:8]=1.N1C=CC=CC=1.[Cl:24][C:25]1[CH:26]=[CH:27][C:28]([N+:34]([O-:36])=[O:35])=[C:29]([CH:33]=1)[C:30](Cl)=[O:31]>ClCCl>[Cl:24][C:25]1[CH:26]=[CH:27][C:28]([N+:34]([O-:36])=[O:35])=[C:29]([CH:33]=1)[C:30]([NH:15][C:12]1[CH:11]=[N:10][C:9]([C:5]2[CH:6]=[CH:7][CH:8]=[C:3]([C:2]([F:1])([F:16])[F:17])[CH:4]=2)=[CH:14][N:13]=1)=[O:31]. Procedure: Into a 50-mL round-bottom flask, was placed a solution of 5-(3-(trifluoromethyl)phenyl)pyrazin-2-amine (1.3 g, 5.43 mmol, 1.00 equiv) in dichloromethane (15 mL), and pyridine (2 mL). This was followed by dropwise addition of a solution of 5-chloro-2-nitrobenzoyl chloride (1.2 g, 5.45 mmol, 1.00 equiv) in dichloromethane (5 mL) with stirring. The resulting solution was stirred for 2 h at 25° C. in an oil bath. The resulting solution was diluted with 100 mL of dichloromethane. The resulting mixtur... Starting materials: ClC1CC=2C(NC(C2CC1)=N)=N (5-chloro-4,5,6,7-tetrahydro-1,3-diiminoisoindoline), Cl.N1(CCCCC1)C=1SCC(N1)=N (2-piperidino-4-imino-2-thiazoline hydrochloride), Cl.C(C)(C)(C)N(C=1SCC(N1)=N)C(C)(C)C (2-di-t-butylamino-4-imino-2-thiazoline hydrochloride), N=C1NC(C2=CC=CC=C12)=N (1,3-diiminoisoindoline). Yields the product Cl.N=C1NC(C=2CC(CCC12)Cl)=C1C(N=C(S1)N(C(C)(C)C)C(C)(C)C)=N (1-imino-5-chloro-4,5,6,7-tetrahydro-3-(2-di-t-butylamino-4-imino-2-thiazolin-5-ylidene)isoindoline hydrochloride). Reaction SMILES: [Cl:1][CH:2]1[CH2:10][CH2:9][C:8]2[C:7](=[NH:11])[NH:6][C:5](=N)[C:4]=2[CH2:3]1.Cl.[C:14]([N:18]([C:25]([CH3:28])([CH3:27])[CH3:26])[C:19]1[S:20][CH2:21][C:22](=[NH:24])[N:23]=1)([CH3:17])([CH3:16])[CH3:15].N=C1C2C(=CC=CC=2)C(=N)N1.Cl.N1(C2SCC(=N)N=2)CCCCC1>>[ClH:1].[NH:11]=[C:7]1[C:8]2[CH2:9][CH2:10][CH:2]([Cl:1])[CH2:3][C:4]=2[C:5](=[C:21]2[S:20][C:19]([N:18]([C:25]([CH3:28])([CH3:27])[CH3:26])[C:14]([CH3:15])([CH3:16])[CH3:17])=[N:23][C:22]2=[NH:24])[NH:6]1 |f:1.2,4.5,6.7|. Reported procedure: When equivalent amounts of 5-chloro-4,5,6,7-tetrahydro-1,3-diiminoisoindoline and 2-di-t-butylamino-4-imino-2-thiazoline hydrochloride are substituted for the 1,3-diiminoisoindoline and 2-piperidino-4-imino-2-thiazoline hydrochloride respectively, in the procedure described in Example 9, part B above, there is obtained as the product 1-imino-5-chloro-4,5,6,7-tetrahydro-3-(2-di-t-butylamino-4-imino-2-thiazolin-5-ylidene)isoindoline hydrochloride. Starting materials: COC(OC)OC, O=CO, ClC(Cl)Cl, CC(O)CNC(=O)c1cc2c(cc1O)OCO2. Product: CC1CN2C(=O)c3cc4c(cc3OC2O1)OCO4. Reaction SMILES: [CH3:18][O:19][CH:20]([O:21][CH3:22])[O:23][CH3:24].[CH:25]([OH:26])=[O:27].[CH:28]([Cl:29])([Cl:30])[Cl:31].[OH:1][c:2]1[c:3]([C:4](=[O:5])[NH:6][CH2:7][CH:8]([CH3:9])[OH:10])[cH:11][c:12]2[c:13]([cH:14]1)[O:15][CH2:16][O:17]2>>[O:1]1[c:2]2[c:3]([cH:11][c:12]3[c:13]([cH:14]2)[O:15][CH2:16][O:17]3)[C:4](=[O:5])[N:6]2[CH2:7][CH:8]([CH3:9])[O:10][CH:18]12.